This data is from the Open Reaction Database (ORD), a public repository of structured organic reaction records. The task is: describe an organic reaction: reactants, conditions, products, and yield Reactants: COc1ccc(Oc2c(I)cc(OC(=O)c3ccccc3)cc2I)cc1C(C)C, CO, Cl, [Na+], [OH-], O. Product: COc1ccc(Oc2c(I)cc(O)cc2I)cc1C(C)C. RXN SMILES: [C:1](=[O:2])([c:3]1[cH:4][cH:5][cH:6][cH:7][cH:8]1)[O:9][c:10]1[cH:11][c:12]([I:29])[c:13]([O:17][c:18]2[cH:19][c:20]([CH:26]([CH3:27])[CH3:28])[c:21]([O:24][CH3:25])[cH:22][cH:23]2)[c:14]([I:16])[cH:15]1.[CH3:33][OH:34].[ClH:32].[Na+:31].[OH-:30].[OH2:35]>>[OH:9][c:10]1[cH:11][c:12]([I:29])[c:13]([O:17][c:18]2[cH:19][c:20]([CH:26]([CH3:27])[CH3:28])[c:21]([O:24][CH3:25])[cH:22][cH:23]2)[c:14]([I:16])[cH:15]1. Reactants: C(Cl)Cl (CH2Cl2), 1,1″-bis(diphenylphosphino)ferrocene, BrC1=CC=CC2=C1SC=C2 (7-bromo--benzo[b]thiophene), N1=CC=C(C=C1)B(O)O (pyridine-4-boronic acid), [O-]P(=O)([O-])[O-].[K+].[K+].[K+] (K3PO4), [O-]P(=O)([O-])[O-].[K+].[K+].[K+] (K3PO4). Reagents/catalysts: Cl[Pd]Cl (PdCl2). Run in O (water), O1CCOCC1 (1,4-dioxane). Reaction conditions: temperature 80 celsius, time 1 day. Product: S1C2=C(C=C1)C=CC=C2C2=CC=NC=C2 (4-Benzo[b]thiophen-7-yl-pyridine). The yield is 129.0%. Reaction SMILES: Br[C:2]1[C:7]2[S:8][CH:9]=[CH:10][C:6]=2[CH:5]=[CH:4][CH:3]=1.[N:11]1[CH:16]=[CH:15][C:14](B(O)O)=[CH:13][CH:12]=1.[O-]P([O-])([O-])=O.[K+].[K+].[K+].C(Cl)Cl>Cl[Pd]Cl.O.O1CCOCC1>[S:8]1[CH:9]=[CH:10][C:6]2[CH:5]=[CH:4][CH:3]=[C:2]([C:14]3[CH:15]=[CH:16][N:11]=[CH:12][CH:13]=3)[C:7]1=2 |f:2.3.4.5|. Procedure details: To 7-bromo--benzo[b]thiophene (5.28 g, 24.7 mmol) was added pyridine-4-boronic acid (2.734 g, 22.24 mmol), K3PO4 (12.0 g, 56.5 mmol), 37.5 mL of 1,4-dioxane and 3.8 mL of water. The mixture was placed under vacuum for several minutes and flushed with nitrogen. This was repeated 5 times. Pd(dppf)Cl2.CH2Cl2 (0.909 g, 1.11 mmol), PdCl2 (0.1994 g, 1.124 mmol) and 1,1″-bis(diphenylphosphino)ferrocene (0.6234 g, 1.124 mmol) were purged in the same way using high vacuum. The catalyst was added to the r...